The task is: describe an organic reaction: reactants, conditions, products, and yield. This data is from the Open Reaction Database (ORD), a public repository of structured organic reaction records. Reactants: NC1=C(C(=O)O)C=CC=N1 (2-aminonicotinic acid), [Br-].BrCCC[NH+]1CCCC1 (1-(3-bromopropyl)pyrrolidinium bromide), C(C=C)N (allylamine), OC1=CC=C(C=O)C=C1 (4-hydroxybenzaldehyde). Product: C(C=C)N1C(=NC2=C(C1=O)C=CC=N2)C2=CC=C(C=C2)OCCCN2CCCC2 (3-Allyl-2-[4-(3-pyrrolidin-1-ylpropoxy)phenyl]pyrido[2,3-d]pyrimidin-4(3H)-one). As a reaction SMILES: [NH2:1][C:2]1[N:10]=[CH:9][CH:8]=[CH:7][C:3]=1[C:4]([OH:6])=O.[CH2:11]([NH2:14])[CH:12]=[CH2:13].[OH:15][C:16]1[CH:23]=[CH:22][C:19]([CH:20]=O)=[CH:18][CH:17]=1.[Br-].Br[CH2:26][CH2:27][CH2:28][NH+:29]1[CH2:33][CH2:32][CH2:31][CH2:30]1>>[CH2:11]([N:14]1[C:4](=[O:6])[C:3]2[CH:7]=[CH:8][CH:9]=[N:10][C:2]=2[N:1]=[C:20]1[C:19]1[CH:22]=[CH:23][C:16]([O:15][CH2:26][CH2:27][CH2:28][N:29]2[CH2:33][CH2:32][CH2:31][CH2:30]2)=[CH:17][CH:18]=1)[CH:12]=[CH2:13] |f:3.4|. Reported procedure: The entitled compound was obtained according to the method of Example 77 but using 2-aminonicotinic acid, allylamine, 4-hydroxybenzaldehyde and 1-(3-bromopropyl)pyrrolidinium bromide. The reactants are ClC=1C(=CC2=C(SC=C2C2=CC=CC=C2)C1Cl)O (6,7-dichloro-5-hydroxy-3-phenylbenzo[b]thiophene), BrCC(=O)OCC (ethyl bromoacetate), C([O-])([O-])=O.[K+].[K+] (potassium carbonate). The solvent is CN(C=O)C (dimethylforamide). Conditions: time 30 minute. Yields the product ClC=1C(=CC2=C(SC=C2C2=CC=CC=C2)C1Cl)OCC(=O)O ([(6,7-dichloro-3-phenylbenzo[b]thien-5-yl)oxy]acetic acid). Yield: 80.5%. RXN SMILES: [Cl:1][C:2]1[C:3]([OH:18])=[CH:4][C:5]2[C:9]([C:10]3[CH:15]=[CH:14][CH:13]=[CH:12][CH:11]=3)=[CH:8][S:7][C:6]=2[C:16]=1[Cl:17].Br[CH2:20][C:21]([O:23]CC)=[O:22].C(=O)([O-])[O-].[K+].[K+]>CN(C)C=O>[Cl:1][C:2]1[C:3]([O:18][CH2:20][C:21]([OH:23])=[O:22])=[CH:4][C:5]2[C:9]([C:10]3[CH:15]=[CH:14][CH:13]=[CH:12][CH:11]=3)=[CH:8][S:7][C:6]=2[C:16]=1[Cl:17] |f:2.3.4|. Procedure details: A mixture of 2.7 g of 6,7-dichloro-5-hydroxy-3-phenylbenzo[b]thiophene, 1.6 g of ethyl bromoacetate, 1.3 g of potassium carbonate and 30 ml of dimethylforamide is stirred at 60°-70° for 30 min. The mixture is filtered to remove inorganic salts and the filtrate is concentrated in vacuo to an oily residue. To the residue is added 10 mil of 40% sodium hydroxide and 30 ml of water and the mixture was heated on a steam bath for 30 min. After acidification of the mixture to pH 2, the solid product was... The reactants are crude product, O=C1NC2=C(CCN1C1CCN(CC1)C(=O)O[C@@H](C(=O)N1CCN(CC1)C1CCN(CC1)C(=O)OC(C)(C)C)CC1=CC(=CC(=C1)C)C)C=CC=C2 ((R)-1-(3,5-dimethyl-benzyl)-2-[4-(1-tert-butoxycarbonyl-piperidin-4-yl)-piperazin-1-yl]-2-oxo-ethyl 4-(2-oxo-1,2,4,5-tetrahydro-1,3-benzodiazepin-3-yl)-piperidine-1-carboxylate), C(=O)([O-])[O-].[K+].[K+] (K2CO3). Run in CN(C)C=O (DMF), Cl (HCl). Yields the product O=C1NC2=C(CCN1C1CCN(CC1)C(=O)O[C@@H](C(N1CCN(CC1)C1CCNCC1)=O)CC1=CC(=CC(=C1)C)C)C=CC=C2 ((R)-1-(3,5-dimethyl-benzyl)-2-oxo-2-(4-piperidin-4-yl-piperazin-1-yl)-ethyl 4-(2-oxo-1,2,4,5-tetrahydro-1,3-benzodiazepin-3-yl)-piperidine-1-carboxylate). As a reaction SMILES: [O:1]=[C:2]1[N:8]([CH:9]2[CH2:14][CH2:13][N:12]([C:15]([O:17][C@H:18]([CH2:40][C:41]3[CH:46]=[C:45]([CH3:47])[CH:44]=[C:43]([CH3:48])[CH:42]=3)[C:19]([N:21]3[CH2:26][CH2:25][N:24]([CH:27]4[CH2:32][CH2:31][N:30](C(OC(C)(C)C)=O)[CH2:29][CH2:28]4)[CH2:23][CH2:22]3)=[O:20])=[O:16])[CH2:11][CH2:10]2)[CH2:7][CH2:6][C:5]2[CH:49]=[CH:50][CH:51]=[CH:52][C:4]=2[NH:3]1.C([O-])([O-])=O.[K+].[K+]>Cl.CN(C=O)C>[O:1]=[C:2]1[N:8]([CH:9]2[CH2:14][CH2:13][N:12]([C:15]([O:17][C@H:18]([CH2:40][C:41]3[CH:46]=[C:45]([CH3:47])[CH:44]=[C:43]([CH3:48])[CH:42]=3)[C:19](=[O:20])[N:21]3[CH2:22][CH2:23][N:24]([CH:27]4[CH2:32][CH2:31][NH:30][CH2:29][CH2:28]4)[CH2:25][CH2:26]3)=[O:16])[CH2:11][CH2:10]2)[CH2:7][CH2:6][C:5]2[CH:49]=[CH:50][CH:51]=[CH:52][C:4]=2[NH:3]1 |f:1.2.3|. Reported procedure: A solution of 45 mg (0.06 mmol) of (R)-1-(3,5-dimethyl-benzyl)-2-[4-(1-tert-butoxycarbonyl-piperidin-4-yl)-piperazin-1-yl]-2-oxo-ethyl 4-(2-oxo-1,2,4,5-tetrahydro-1,3-benzodiazepin-3-yl)-piperidine-1-carboxylate (Example 42) in 10 mL 2 M HCl was stirred overnight at RT. The reaction mixture was lyophilised. The crude product was taken up in 1 mL DMF, made alkaline with 0.6 mL saturated K2CO3 solution and purified chromatographically by HPLC. Reactants: BrC=1C=CC2=C(C=C(O2)CC2N(CCCC2)C(=O)C=2N=C(SC2C2=CC=C(C=C2)F)C)C1 ((RS)-1-[2-(5-bromo-benzofuran-2-ylmethyl)-piperidin-1-yl]-1-[5-(4-fluoro-phenyl)-2-methyl-thiazol-4-yl]-methanone), CC1=CC(=C(C=C1S(=O)(=O)[O-])OC)N=NC2=C3C=CC(=CC3=CC=C2O)S(=O)(=O)[O-].[Na+].[Na+] (E129), [Cu]C#N (copper(I)cyanide). Yields the product C(#N)C=1C=CC2=C(C=C(O2)CC2N(CCCC2)C(=O)C=2N=C(SC2C2=CC=C(C=C2)F)C)C1 ((RS)-1-[2-(5-Cyano-benzofuran-2-ylmethyl)-piperidin-1-yl]-1-[5-(4-fluoro-phenyl)-2-methyl-thiazol-4-yl]-methanone). As a reaction SMILES: Br[C:2]1[CH:3]=[CH:4][C:5]2[O:9][C:8]([CH2:10][CH:11]3[CH2:16][CH2:15][CH2:14][CH2:13][N:12]3[C:17]([C:19]3[N:20]=[C:21]([CH3:31])[S:22][C:23]=3[C:24]3[CH:29]=[CH:28][C:27]([F:30])=[CH:26][CH:25]=3)=[O:18])=[CH:7][C:6]=2[CH:32]=1.CC1C(S([O-])(=O)=O)=CC(OC)=[C:36]([N:46]=NC2C(O)=CC=C3C=2C=CC(S([O-])(=O)=O)=C3)C=1.[Na+].[Na+].[Cu]C#N>>[C:36]([C:2]1[CH:3]=[CH:4][C:5]2[O:9][C:8]([CH2:10][CH:11]3[CH2:16][CH2:15][CH2:14][CH2:13][N:12]3[C:17]([C:19]3[N:20]=[C:21]([CH3:31])[S:22][C:23]=3[C:24]3[CH:29]=[CH:28][C:27]([F:30])=[CH:26][CH:25]=3)=[O:18])=[CH:7][C:6]=2[CH:32]=1)#[N:46] |f:1.2.3|. Procedure: The title compound (19 mg) was prepared from (RS)-1-[2-(5-bromo-benzofuran-2-ylmethyl)-piperidin-1-yl]-1-[5-(4-fluoro-phenyl)-2-methyl-thiazol-4-yl]-methanone, E129 (420 mg) and copper(I)cyanide according to a procedure similar to that described for Example 67. Starting materials: CC(C)(C)OC(=O)N1CCC(CC(=O)O)CC1, CCN=C=NCCCN(C)C, CCN(C(C)C)C(C)C, ClCCl, On1nnc2ccccc21, Cc1ncnc(C)c1C(=O)NCCC(C)N1CCC(NCc2ccsc2)CC1. Yields the product Cc1ncnc(C)c1C(=O)NCCC(C)N1CCC(N(Cc2ccsc2)C(=O)CC2CCN(C(=O)OC(C)(C)C)CC2)CC1. Reaction SMILES: [C:29]([CH3:30])([CH3:31])([CH3:32])[O:33][C:34](=[O:35])[N:36]1[CH2:37][CH2:38][CH:39]([CH2:42][C:43](=[O:44])[OH:45])[CH2:40][CH2:41]1.[CH3:46][CH2:47][N:48]=[C:49]=[N:50][CH2:51][CH2:52][CH2:53][N:54]([CH3:55])[CH3:56].[CH:67]([N:68]([CH2:69][CH3:70])[CH:71]([CH3:72])[CH3:73])([CH3:74])[CH3:75].[Cl:76][CH2:77][Cl:78].[OH:57][n:58]1[c:59]2[c:60]([cH:61][cH:62][cH:63][cH:64]2)[n:65][n:66]1.[s:1]1[cH:2][c:3]([CH2:6][NH:7][CH:8]2[CH2:9][CH2:10][N:11]([CH:14]([CH2:15][CH2:16][NH:17][C:18](=[O:19])[c:20]3[c:21]([CH3:27])[n:22][cH:23][n:24][c:25]3[CH3:26])[CH3:28])[CH2:12][CH2:13]2)[cH:4][cH:5]1>>[s:1]1[cH:2][c:3]([CH2:6][N:7]([CH:8]2[CH2:9][CH2:10][N:11]([CH:14]([CH2:15][CH2:16][NH:17][C:18](=[O:19])[c:20]3[c:21]([CH3:27])[n:22][cH:23][n:24][c:25]3[CH3:26])[CH3:28])[CH2:12][CH2:13]2)[C:43]([CH2:42][CH:39]2[CH2:38][CH2:37][N:36]([C:34]([O:33][C:29]([CH3:30])([CH3:31])[CH3:32])=[O:35])[CH2:41][CH2:40]2)=[O:44])[cH:4][cH:5]1.